Dataset: the Open Reaction Database (ORD), a public repository of structured organic reaction records. Task: describe an organic reaction: reactants, conditions, products, and yield The reactants are CNC1=C(N)C=CC=C1 (o-N-methylamino aniline), C(C(=O)Cl)(=O)Cl (oxalylchloride). The solvent is C1(=CC=CC=C1)C (toluene), C(C)N(CC)CC (triethylamine), C1(=CC=CC=C1)C (toluene). Product: CN1C(C(NC2=CC=CC=C12)=O)=O (1,2,3,4-tetrahydro-1-methyl-2,3-dioxo-quinoxaline). As a reaction SMILES: [C:1](Cl)(=[O:5])[C:2](Cl)=[O:3].[CH3:7][NH:8][C:9]1[CH:15]=[CH:14][CH:13]=[CH:12][C:10]=1[NH2:11]>C(N(CC)CC)C.C1(C)C=CC=CC=1>[CH3:7][N:8]1[C:9]2[C:10](=[CH:12][CH:13]=[CH:14][CH:15]=2)[NH:11][C:2](=[O:3])[C:1]1=[O:5]. Reported procedure: A mixture of 12 g of 98% oxalylchloride in 19.5 ml of triethylamine and 50 ml of toluene was added dropwise to a stirred solution of 8.5 g of o-N-methylamino aniline in 80 ml of toluene. The resulting mixture was heated at reflux for one hour. The precipitate was washed with ether. The residue was stirred with water and filtered to give 1,2,3,4-tetrahydro-1-methyl-2,3-dioxo-quinoxaline. Starting materials: C(C#C)O (propargyl alcohol), BrC1=CC=C(C=C1)SC(F)(F)F (1-bromo-4-(trifluoromethylsulfanyl)benzene), N12CCCCCC2=NCCC1 (1,8-diazabicyclo[5.4.0]undec-7-ene), Cl (hydrochloric acid). Reagents/catalysts: C=1C=CC(=CC1)[P](C=2C=CC=CC2)(C=3C=CC=CC3)[Pd]([P](C=4C=CC=CC4)(C=5C=CC=CC5)C=6C=CC=CC6)([P](C=7C=CC=CC7)(C=8C=CC=CC8)C=9C=CC=CC9)[P](C=1C=CC=CC1)(C=1C=CC=CC1)C=1C=CC=CC1 (tetrakis(triphenylphosphine)palladium), [Cu]I (copper(I) iodide). Solvent: O1CCCC1 (tetrahydrofuran), CCOCC (ether), O1CCCC1 (tetrahydrofuran). Reaction conditions: temperature 50 celsius, time 6 hour. Product: FC(F)(F)SC1=CC=C(C=C1)C#CCO (3-[4-(trifluoromethylsulfanyl)phenyl]prop-2-yn-1-ol). As a reaction SMILES: Br[C:2]1[CH:7]=[CH:6][C:5]([S:8][C:9]([F:12])([F:11])[F:10])=[CH:4][CH:3]=1.N12CCCN=C1CCCCC2.[CH2:24]([OH:27])[C:25]#[CH:26].Cl>O1CCCC1.CCOCC.[Cu]I.C1C=CC([P]([Pd]([P](C2C=CC=CC=2)(C2C=CC=CC=2)C2C=CC=CC=2)([P](C2C=CC=CC=2)(C2C=CC=CC=2)C2C=CC=CC=2)[P](C2C=CC=CC=2)(C2C=CC=CC=2)C2C=CC=CC=2)(C2C=CC=CC=2)C2C=CC=CC=2)=CC=1>[F:10][C:9]([S:8][C:5]1[CH:6]=[CH:7][C:2]([C:26]#[C:25][CH2:24][OH:27])=[CH:3][CH:4]=1)([F:12])[F:11] |^1:44,46,65,84|. Procedure: To a degassed solution of 1-bromo-4-(trifluoromethylsulfanyl)benzene (4.8 g, 18.7 mmol) in tetrahydrofuran (40 mL) was added in the following order: copper(I) iodide (106 mg, 0.56 mmol), tetrakis(triphenylphosphine)palladium (647 mg, 0.56 mmol) and 1,8-diazabicyclo[5.4.0]undec-7-ene (3.36 mL, 22.3 mmol). The resulting mixture was degassed one more time and a solution of propargyl alcohol (1.30 mL, 22.3 mmol) in tetrahydrofuran (5 mL) was added over period of 10 min. The reaction mixture was slow... The reactants are C(C)OC(=O)C1(CCN(CC1)C(=O)OC(C)(C)C)F (4-fluoro-piperidine-1,4-dicarboxylic acid 1-tert-butyl ester 4-ethyl ester), [Li+].[BH4-] (LiBH4). Run in C1CCOC1 (THF). Reaction conditions: time 10 hour. The product is C(C)(C)(C)OC(=O)N1CCC(CC1)(CO)F (4-fluoro-4-hydroxymethyl-piperidine-1-carboxylic acid tert-butyl ester). Yield: 86.7%. RXN SMILES: C([O:3][C:4]([C:6]1([F:19])[CH2:11][CH2:10][N:9]([C:12]([O:14][C:15]([CH3:18])([CH3:17])[CH3:16])=[O:13])[CH2:8][CH2:7]1)=O)C.[Li+].[BH4-]>C1COCC1>[C:15]([O:14][C:12]([N:9]1[CH2:8][CH2:7][C:6]([F:19])([CH2:4][OH:3])[CH2:11][CH2:10]1)=[O:13])([CH3:18])([CH3:16])[CH3:17] |f:1.2|. Procedure details: To a stirred solution of 4-fluoro-piperidine-1,4-dicarboxylic acid 1-tert-butyl ester 4-ethyl ester (0.9 mmol, 0.25 g), in anhydrous THF (3 mL) under N2 atmosphere, was added LiBH4 (2.0 mmol, 1.0 mL, 2N solution in THF) dropwise and reaction was stirred at room temperature for 10 h. The reaction was quenched with slow addition of water (1 mL) and the product was extracted with ethyl acetate (2×5 mL), Organic layer was washed with water, (5 mL), brine (5 mL), dried (Na2SO4), filtered and concentr... Reactants: C1CCOC1, CCOC(=O)C=Cc1ccc(Oc2c(-c3ccccc3)c(CCC(F)(F)F)cc3cc(OC)ccc23)cc1, CCO, [Na+], [OH-]. Yields the product COc1ccc2c(Oc3ccc(C=CC(=O)O)cc3)c(-c3ccccc3)c(CCC(F)(F)F)cc2c1. RXN SMILES: [CH2:41]1[O:42][CH2:43][CH2:44][CH2:45]1.[CH3:1][O:2][c:3]1[cH:4][c:5]2[cH:6][c:7]([CH2:33][CH2:34][C:35]([F:36])([F:37])[F:38])[c:8](-[c:27]3[cH:28][cH:29][cH:30][cH:31][cH:32]3)[c:9]([O:13][c:14]3[cH:15][cH:16][c:17]([CH:20]=[CH:21][C:22](=[O:23])[O:24][CH2:25][CH3:26])[cH:18][cH:19]3)[c:10]2[cH:11][cH:12]1.[CH3:46][CH2:47][OH:48].[Na+:40].[OH-:39]>>[CH3:1][O:2][c:3]1[cH:4][c:5]2[cH:6][c:7]([CH2:33][CH2:34][C:35]([F:36])([F:37])[F:38])[c:8](-[c:27]3[cH:28][cH:29][cH:30][cH:31][cH:32]3)[c:9]([O:13][c:14]3[cH:15][cH:16][c:17]([CH:20]=[CH:21][C:22](=[O:23])[OH:24])[cH:18][cH:19]3)[c:10]2[cH:11][cH:12]1. The reactants are ClC=1C=C(C=CC1Cl)C1(CCCCC1)C(=O)O (1-(3,4-dichlorophenyl)-cyclohexanecarboxylic acid), CN (methyl amine). Product: ClC=1C=C(C=CC1Cl)C1(CCCCC1)C(=O)NC (1-(3,4-dichlorophenyl)-N-methylcyclohexane-carboxamide). Isolated yield 35.0%. RXN SMILES: [Cl:1][C:2]1[CH:3]=[C:4]([C:9]2([C:15]([OH:17])=O)[CH2:14][CH2:13][CH2:12][CH2:11][CH2:10]2)[CH:5]=[CH:6][C:7]=1[Cl:8].[CH3:18][NH2:19]>>[Cl:1][C:2]1[CH:3]=[C:4]([C:9]2([C:15]([NH:19][CH3:18])=[O:17])[CH2:14][CH2:13][CH2:12][CH2:11][CH2:10]2)[CH:5]=[CH:6][C:7]=1[Cl:8]. Procedure details: The amide was synthesized from 1-(3,4-dichlorophenyl)-cyclohexanecarboxylic acid (218 mg, 0.80 mmol) and methyl amine using General Procedure G and was isolated in 35% yield as a white solid. HPLC Rt=10.3 min; 1H NMR (400 mHz, CDCl3) 7.47 (d, J=2.20 Hz, 1H), 7.41 (d, J=8.55 Hz, 1H), 7.24 (dd, J=2.44, 8.55 Hz, 1H), 2.71 (d, J=4.88 Hz, 3H), 2.29-2.21 (m, 2H), 1.93-1.85 (m, 2H), 1.61-1.38 (m, 6H); GC-MS (SCOUT) 12.87 min, M+ 285.